The task is: describe an organic reaction: reactants, conditions, products, and yield. This data is from the Open Reaction Database (ORD), a public repository of structured organic reaction records. Reactants: S(=O)(=O)([O-])[O-].[Na+].[Na+] (sodium sulfate), C(C)(=O)O[BH-](OC(C)=O)OC(C)=O.[Na+] (sodium triacetoxy borohydride), FC=1C=C2CCC(CC2=C(C1)F)=O (6,8-difluoro-3,4-dihydro-1H-naphthalen-2-one), Cl.CC(CCC)(C)C1=NN=C(S1)NC(C(CCC)N)=O (2-amino-pentanoic acid [5-(1,1-dimethyl-butyl)-[1,3,4]thiadiazol-2-yl]-amide HCl). The solvent is C(C)N(CC)CC (triethyl amine), C(Cl)Cl (methylene chloride), C(C)(=O)O (acetic acid). Conditions: time 15 minute. The product is CC(CCC)(C)C1=NN=C(S1)NC([C@H](CCC)NC1CC2=C(C=C(C=C2CC1)F)F)=O (2-(S)-(6,8-Difluoro-1,2,3,4-tetrahydro-naphthalen-2-ylamino)-pentanoic acid [5-(1,1-dimethyl-butyl)-[1,3,4]thiadiazol-2-yl]-amide). The yield is 87.4%. RXN SMILES: [F:1][C:2]1[CH:3]=[C:4]2[C:9](=[C:10]([F:12])[CH:11]=1)[CH2:8][C:7](=O)[CH2:6][CH2:5]2.Cl.[CH3:15][C:16]([C:21]1[S:25][C:24]([NH:26][C:27](=[O:33])[CH:28]([NH2:32])[CH2:29][CH2:30][CH3:31])=[N:23][N:22]=1)([CH3:20])[CH2:17][CH2:18][CH3:19].S([O-])([O-])(=O)=O.[Na+].[Na+].C(O[BH-](OC(=O)C)OC(=O)C)(=O)C.[Na+]>C(Cl)Cl.C(O)(=O)C.C(N(CC)CC)C>[CH3:20][C:16]([C:21]1[S:25][C:24]([NH:26][C:27](=[O:33])[C@@H:28]([NH:32][CH:7]2[CH2:6][CH2:5][C:4]3[C:9](=[C:10]([F:12])[CH:11]=[C:2]([F:1])[CH:3]=3)[CH2:8]2)[CH2:29][CH2:30][CH3:31])=[N:23][N:22]=1)([CH3:15])[CH2:17][CH2:18][CH3:19] |f:1.2,3.4.5,6.7|. Procedure: A mixture of 6,8-difluoro-3,4-dihydro-1H-naphthalen-2-one (182 mg, 1.0 mmol), 2-amino-pentanoic acid [5-(1,1-dimethyl-butyl)-[1,3,4]thiadiazol-2-yl]-amide HCl (321 mg, 1.0 mmol) in methylene chloride (25 mL) was treated with triethyl amine (0.14 mL), then acetic acid (0.27 mL) and sodium sulfate. After stirring for 15 min, 95% pure sodium triacetoxy borohydride (424 mg, 2.0 mmol) was added and the resulting mixture was stirred at rt overnight. The mixture was quenched with dilute water and extra... The reactants are CCOC(=O)Cn1ccc2ccc(OCc3cc(-c4ccc(OC(F)(F)F)cc4)nn3C(F)F)cc21, [Li+], [OH-]. Yields the product O=C(O)Cn1ccc2ccc(OCc3cc(-c4ccc(OC(F)(F)F)cc4)nn3C(F)F)cc21. Reaction SMILES: [CH2:1]([CH3:2])[O:3][C:4]([CH2:5][n:6]1[cH:7][cH:8][c:9]2[cH:10][cH:11][c:12]([O:15][CH2:16][c:17]3[n:18]([CH:33]([F:34])[F:35])[n:19][c:20](-[c:22]4[cH:23][cH:24][c:25]([O:28][C:29]([F:30])([F:31])[F:32])[cH:26][cH:27]4)[cH:21]3)[cH:13][c:14]12)=[O:36].[Li+:38].[OH-:37]>>[O:3]=[C:4]([CH2:5][n:6]1[cH:7][cH:8][c:9]2[cH:10][cH:11][c:12]([O:15][CH2:16][c:17]3[n:18]([CH:33]([F:34])[F:35])[n:19][c:20](-[c:22]4[cH:23][cH:24][c:25]([O:28][C:29]([F:30])([F:31])[F:32])[cH:26][cH:27]4)[cH:21]3)[cH:13][c:14]12)[OH:36]. The yield is 45.9%. Solvent: C(C)#N (acetonitrile), C(C)N(CC)CC (triethylamine). Product: NC=1C(=NC=NC1NC1=CC(=C(C=C1)OC=1C=NC(=CC1)C)C)C#C/C=C/CNC(OC(C)(C)C)=O (tert-butyl (2E)-5-[5-amino-6-({3-methyl -4-[(6-methylpyridin-3-yl)oxy]phenyl}amino)pyrimidin-4-yl]-2-penten-4-yn-1-ylcarbamate). RXN SMILES: I.I[C:3]1[N:8]=[CH:7][N:6]=[C:5]([NH:9][C:10]2[CH:15]=[CH:14][C:13]([O:16][C:17]3[CH:18]=[N:19][C:20]([CH3:23])=[CH:21][CH:22]=3)=[C:12]([CH3:24])[CH:11]=2)[C:4]=1[NH2:25].[CH2:26]([NH:31][C:32](=[O:38])[O:33][C:34]([CH3:37])([CH3:36])[CH3:35])/[CH:27]=[CH:28]/[C:29]#[CH:30]>C(#N)C.C(N(CC)CC)C.Cl[Pd](Cl)([P](C1C=CC=CC=1)(C1C=CC=CC=1)C1C=CC=CC=1)[P](C1C=CC=CC=1)(C1C=CC=CC=1)C1C=CC=CC=1.[Cu]I>[NH2:25][C:4]1[C:3]([C:30]#[C:29]/[CH:28]=[CH:27]/[CH2:26][NH:31][C:32](=[O:38])[O:33][C:34]([CH3:36])([CH3:35])[CH3:37])=[N:8][CH:7]=[N:6][C:5]=1[NH:9][C:10]1[CH:15]=[CH:14][C:13]([O:16][C:17]2[CH:18]=[N:19][C:20]([CH3:23])=[CH:21][CH:22]=2)=[C:12]([CH3:24])[CH:11]=1 |f:0.1,^1:51,70|. Reactants: I.IC1=C(C(=NC=N1)NC1=CC(=C(C=C1)OC=1C=NC(=CC1)C)C)N (6-Iodo-N4-{3-methyl-4-[(6-methylpyridin-3-yl)oxy]phenyl}pyrimidine-4,5-diamine hydroiodide), C(\C=C\C#C)NC(OC(C)(C)C)=O (tert-butyl (2E)-2-penten-4-yn-1-ylcarbamate). Procedure details: 6-Iodo-N4-{3-methyl-4-[(6-methylpyridin-3-yl)oxy]phenyl}pyrimidine-4,5-diamine hydroiodide (500 mg) was dissolved in a mixed solvent of acetonitrile (14.8 mL)/triethylamine (11.0 mL), and tert-butyl (2E)-2-penten-4-yn-1-ylcarbamate (194 mg), trans-dichlorobis(triphenylphosphine)palladium(II) (31.3 mg) and copper(I) iodide (10.2 mg) were sequentially added. The title compound (199 mg) was obtained as a powder by the reaction in the same manner as in Example 9 (iv). Reagents/catalysts: Cl[Pd]([P](C1=CC=CC=C1)(C2=CC=CC=C2)C3=CC=CC=C3)([P](C4=CC=CC=C4)(C5=CC=CC=C5)C6=CC=CC=C6)Cl (trans-dichlorobis(triphenylphosphine)palladium(II)), [Cu]I (copper(I) iodide). Reactants: O=C([O-])O, CC(C)(C#N)c1cccc(C(=O)Cl)c1, Nc1ccc(C(F)(F)F)c(O)c1, [Na+], C1CCOC1. Product: CC(C)(C#N)c1cccc(C(=O)Nc2ccc(C(F)(F)F)c(O)c2)c1. Reaction SMILES: [C:13](=[O:14])([O-:15])[OH:16].[C:18](#[N:19])[C:20]([CH3:21])([CH3:22])[c:23]1[cH:24][c:25]([C:26](=[O:27])[Cl:28])[cH:29][cH:30][cH:31]1.[NH2:1][c:2]1[cH:3][cH:4][c:5]([C:9]([F:10])([F:11])[F:12])[c:6]([OH:8])[cH:7]1.[Na+:17].[O:32]1[CH2:33][CH2:34][CH2:35][CH2:36]1>>[NH:1]([c:2]1[cH:3][cH:4][c:5]([C:9]([F:10])([F:11])[F:12])[c:6]([OH:8])[cH:7]1)[C:26]([c:25]1[cH:24][c:23]([C:20]([C:18]#[N:19])([CH3:21])[CH3:22])[cH:31][cH:30][cH:29]1)=[O:27]. Starting materials: C(C)(=O)N1CC2(CC1)CN(C1=CC=C(C=C12)CCCC(=O)O)C(NC=1SC(=CN1)Cl)=O (4-(1′-Acetyl-1-((5-chlorothiazol-2-yl)carbamoyl)spiro[indoline-3,3′-pyrrolidin]-5-yl)butanoic acid), Cl.N1CCC1 (azetidine hydrochloride). Product: C(C)(=O)N1CC2(CC1)CN(C1=CC=C(C=C12)CCCC(=O)N1CCC1)C(=O)NC=1SC(=CN1)Cl (1′-Acetyl-5-(4-(azetidin-1-yl)-4-oxobutyl)-N-(5-chlorothiazol-2-yl)spiro[indoline-3,3′-pyrrolidine]-1-carboxamide). RXN SMILES: [C:1]([N:4]1[CH2:8][CH2:7][C:6]2([C:16]3[C:11](=[CH:12][CH:13]=[C:14]([CH2:17][CH2:18][CH2:19][C:20]([OH:22])=O)[CH:15]=3)[N:10]([C:23](=[O:31])[NH:24][C:25]3[S:26][C:27]([Cl:30])=[CH:28][N:29]=3)[CH2:9]2)[CH2:5]1)(=[O:3])[CH3:2].Cl.[NH:33]1[CH2:36][CH2:35][CH2:34]1>>[C:1]([N:4]1[CH2:8][CH2:7][C:6]2([C:16]3[C:11](=[CH:12][CH:13]=[C:14]([CH2:17][CH2:18][CH2:19][C:20]([N:33]4[CH2:36][CH2:35][CH2:34]4)=[O:22])[CH:15]=3)[N:10]([C:23]([NH:24][C:25]3[S:26][C:27]([Cl:30])=[CH:28][N:29]=3)=[O:31])[CH2:9]2)[CH2:5]1)(=[O:3])[CH3:2] |f:1.2|. Procedure: 4-(1′-Acetyl-1-((5-chlorothiazol-2-yl)carbamoyl)spiro[indoline-3,3′-pyrrolidin]-5-yl)butanoic acid and azetidine hydrochloride The reactants are C1(CCCC1)N1N=C2C(=CC=CC2=C1C1=C(C=C(C=C1)OC)OC)F (2-cyclopentyl-3-(2,4-dimethoxyphenyl)-7-fluoro-2H-indazole), B(Br)(Br)Br (boron tribromide), C1=CCCCC1 (cyclohexene). The product is C1(CCCC1)N1N=C2C(=CC=CC2=C1C1=C(C=C(C=C1)O)O)F (4-(2-cyclopentyl-7-fluoro-2H-indazole-3-yl)benzene-1,3-diol). The yield is 44.5%. As a reaction SMILES: [CH:1]1([N:6]2[C:14]([C:15]3[CH:20]=[CH:19][C:18]([O:21]C)=[CH:17][C:16]=3[O:23]C)=[C:13]3[C:8]([C:9]([F:25])=[CH:10][CH:11]=[CH:12]3)=[N:7]2)[CH2:5][CH2:4][CH2:3][CH2:2]1.B(Br)(Br)Br.C1CCCCC=1>>[CH:1]1([N:6]2[C:14]([C:15]3[CH:20]=[CH:19][C:18]([OH:21])=[CH:17][C:16]=3[OH:23])=[C:13]3[C:8]([C:9]([F:25])=[CH:10][CH:11]=[CH:12]3)=[N:7]2)[CH2:2][CH2:3][CH2:4][CH2:5]1. Procedure: Prepared according to Method D step C from 2-cyclopentyl-3-(2,4-dimethoxyphenyl)-7-fluoro-2H-indazole (0.062 g, 0.18 mmol), boron tribromide (0.12 mL, 1.2 mmol) and 1.0 mL of cyclohexene to give the product (0.025 g) as a white solid. The reactants are [Si](C)(C)(C)I (TMSI), C(C1=CC=CC=C1)OC(=O)N1CC(N(CC1)CC1=CC=2C(=NC=CC2N1S(=O)(=O)C1=CC=CC=C1)Cl)=O (4-(1-benzenesulfonyl-4-chloro-1H-pyrrolo[3,2-c]pyridin-2-ylmethyl)-3-oxo-piperazine-1-carboxylic acid benzyl ester). The solvent is CC#N (CH3CN). Conditions: time 5 hour. The product is C1(=CC=CC=C1)S(=O)(=O)N1C(=CC=2C(=NC=CC21)Cl)CN2C(CNCC2)=O (1-(1-Benzenesulfonyl-4-chloro-1H-pyrrolo[3,2-c]pyridin-2-ylmethyl)-piperazin-2-one). Yield: 18.6%. RXN SMILES: [Si](I)(C)(C)C.C(OC([N:16]1[CH2:21][CH2:20][N:19]([CH2:22][C:23]2[N:31]([S:32]([C:35]3[CH:40]=[CH:39][CH:38]=[CH:37][CH:36]=3)(=[O:34])=[O:33])[C:30]3[CH:29]=[CH:28][N:27]=[C:26]([Cl:41])[C:25]=3[CH:24]=2)[C:18](=[O:42])[CH2:17]1)=O)C1C=CC=CC=1>CC#N>[C:35]1([S:32]([N:31]2[C:30]3[CH:29]=[CH:28][N:27]=[C:26]([Cl:41])[C:25]=3[CH:24]=[C:23]2[CH2:22][N:19]2[CH2:20][CH2:21][NH:16][CH2:17][C:18]2=[O:42])(=[O:33])=[O:34])[CH:36]=[CH:37][CH:38]=[CH:39][CH:40]=1. Procedure: TMSI (2.7 mL, 19.0 mmol) is added to a solution of 4-(1-benzenesulfonyl-4-chloro-1H-pyrrolo[3,2-c]pyridin-2-ylmethyl)-3-oxo-piperazine-1-carboxylic acid benzyl ester (5.06 g, 9.38 mmol) in CH3CN (134 mL) at 0° C. The reaction mixture is warmed to RT and stirred for 5 hours. The reaction mixture is concentrated to dryness and the red residue is diluted with MeOH and concentrated to dryness (this is repeated twice). The mixture is diluted with CH2Cl2 and washed with saturated NaHCO3 and brine. The...